describe an organic reaction: reactants, conditions, products, and yield From a dataset of the Open Reaction Database (ORD), a public repository of structured organic reaction records. Reactants: ClC=1C=C(C(=O)NC2=CC3=C(CCC=4C(=NN(C34)C3=CC=C(C=C3)F)C(=O)N)C=C2)C(=CN1)Cl (8-[(2,5-dichloroisonicotinoyl)amino]-1-(4-fluorophenyl)-4,5-dihydro-1H-benzo[g]indazole-3-carboxamide), N1CCNCC1 (piperazine). The solvent is CCO (EtOH). Run at time 24 hour. Product: ClC1=CN=C(C=C1C(=O)NC1=CC2=C(CCC=3C(=NN(C23)C2=CC=C(C=C2)F)C(=O)N)C=C1)N1CCNCC1 (8-[(5-chloro-2-piperazin-1-ylisonicotinoyl)amino]-1-(4-fluorophenyl)-4,5-dihydro-1H-benzo[g]indazole-3-carboxamide). The yield is 53.0%. RXN SMILES: Cl[C:2]1[CH:3]=[C:4]([C:31]([Cl:34])=[CH:32][N:33]=1)[C:5]([NH:7][C:8]1[CH:30]=[CH:29][C:11]2[CH2:12][CH2:13][C:14]3[C:15]([C:26]([NH2:28])=[O:27])=[N:16][N:17]([C:19]4[CH:24]=[CH:23][C:22]([F:25])=[CH:21][CH:20]=4)[C:18]=3[C:10]=2[CH:9]=1)=[O:6].[NH:35]1[CH2:40][CH2:39][NH:38][CH2:37][CH2:36]1>CCO>[Cl:34][C:31]1[C:4]([C:5]([NH:7][C:8]2[CH:30]=[CH:29][C:11]3[CH2:12][CH2:13][C:14]4[C:15]([C:26]([NH2:28])=[O:27])=[N:16][N:17]([C:19]5[CH:24]=[CH:23][C:22]([F:25])=[CH:21][CH:20]=5)[C:18]=4[C:10]=3[CH:9]=2)=[O:6])=[CH:3][C:2]([N:35]2[CH2:40][CH2:39][NH:38][CH2:37][CH2:36]2)=[N:33][CH:32]=1. Procedure details: The title compound was synthesized by the same procedure as in Example 214 starting with the title compound of Example 248 (1 g, 0.0020 mol) and piperazine (3.44 g, 0.040 mol) in 5 mL of EtOH. The reaction was run at 100° C. for 24 h. The off-white precipitate that formed in the crude reaction mixture was filtered and washed with EtOH to afford 0.579 g of title compound (yield: 53%). 1H NMR (300 MHz, d6-DMSO): 2.67 (t, 4H, J=4.9 Hz), 2.85–2.90 (m, 4H), 3.36 (t, 4H, J=4.9 Hz), 6.80 (s, 1H), 7.18–... Reactants: NC1=C(C=C(CNC(=O)NCC2=CC=C(C=C2)C(C)(C)C)C=C1)F (1-(4-amino-3-fluoro-benzyl)-3-(4-t-butyl-benzyl)-urea), II (I2). Reagents/catalysts: [O-]S(=O)(=O)[O-].[Ag+].[Ag+] (Ag2SO4). The solvent is C(C)O (ethanol). Run at time 3 hour. Product: NC1=C(C=C(CNC(=O)NCC2=CC=C(C=C2)C(C)(C)C)C=C1I)F (1-(4-amino-3-fluoro-5-iodo-benzyl)-3-(4-t-butyl-benzyl)-urea). As a reaction SMILES: [NH2:1][C:2]1[CH:23]=[CH:22][C:5]([CH2:6][NH:7][C:8]([NH:10][CH2:11][C:12]2[CH:17]=[CH:16][C:15]([C:18]([CH3:21])([CH3:20])[CH3:19])=[CH:14][CH:13]=2)=[O:9])=[CH:4][C:3]=1[F:24].[I:25]I>[O-]S([O-])(=O)=O.[Ag+].[Ag+].C(O)C>[NH2:1][C:2]1[C:23]([I:25])=[CH:22][C:5]([CH2:6][NH:7][C:8]([NH:10][CH2:11][C:12]2[CH:17]=[CH:16][C:15]([C:18]([CH3:19])([CH3:20])[CH3:21])=[CH:14][CH:13]=2)=[O:9])=[CH:4][C:3]=1[F:24] |f:2.3.4|. Procedure: To the 50 ml of round bottom flask were put 1-(4-amino-3-fluoro-benzyl)-3-(4-t-butyl-benzyl)-urea (0.25 g, 0.76 mmol) and Ag2SO4 (1.1 eq, 0.26 g) and then cooled to 0° C. And to this mixture was poured 20 ml ethanol and added I2 (1.0 eq, 0.193 g) portionwise and stirred for 3 hours at room temperature. After confirming the completion of the reaction with TLC, the reaction mixture was filtered through celite and concentrated under reduced pressure. Reactants: O=C1C(=O)c2ccc(Br)cc2-c2cc(O)ccc21, BrCC1CC1, O=C([O-])[O-], CC(C)=O, [I-], [K+], [K+], [K+]. Product: O=C1C(=O)c2ccc(OCC3CC3)cc2-c2cc(Br)ccc21. Reaction SMILES: [Br:1][c:2]1[cH:3][cH:4][c:5]2[c:14]([cH:15]1)-[c:13]1[c:8]([cH:9][cH:10][c:11]([OH:16])[cH:12]1)[C:7](=[O:17])[C:6]2=[O:18].[Br:27][CH2:28][CH:29]1[CH2:30][CH2:31]1.[C:19](=[O:20])([O-:21])[O-:22].[CH3:32][C:33](=[O:34])[CH3:35].[I-:26].[K+:23].[K+:24].[K+:25]>>[Br:1][c:2]1[cH:3][cH:4][c:5]2[c:14]([cH:15]1)-[c:13]1[c:8]([cH:9][cH:10][c:11]([O:16][CH2:28][CH:29]3[CH2:30][CH2:31]3)[cH:12]1)[C:7](=[O:17])[C:6]2=[O:18].